Dataset: the Open Reaction Database (ORD), a public repository of structured organic reaction records. Task: describe an organic reaction: reactants, conditions, products, and yield The reagents and catalysts are [Pd] (Pd/C). Procedure: To a suspension of Pd/C (2.5 g) in methanol (30 mL), in a 100 mL 3-neck RBF, was added tert-butyldimethyl(2-(4-nitrophenoxy)ethoxy)silane (5.0 g) under a nitrogen atmosphere at room temperature. Hydrogen gas was bubbled through the reaction for 3 hr at room temperature. The reaction was monitored on TLC using ethyl acetate:hexane (3:7) as mobile phase. After completion, the reaction mixture was filtered using Celite and the filter cake was washed with methanol. The filtrate was concentrated unde... The solvent is CO (methanol). Reactants: C(C)(C)(C)[Si](OCCOC1=CC=C(C=C1)[N+](=O)[O-])(C)C (tert-butyldimethyl(2-(4-nitrophenoxy)ethoxy)silane). Reaction SMILES: [C:1]([Si:5]([CH3:20])([CH3:19])[O:6][CH2:7][CH2:8][O:9][C:10]1[CH:15]=[CH:14][C:13]([N+:16]([O-])=O)=[CH:12][CH:11]=1)([CH3:4])([CH3:3])[CH3:2]>CO.[Pd]>[Si:5]([O:6][CH2:7][CH2:8][O:9][C:10]1[CH:15]=[CH:14][C:13]([NH2:16])=[CH:12][CH:11]=1)([C:1]([CH3:4])([CH3:3])[CH3:2])([CH3:20])[CH3:19]. The product is [Si](C)(C)(C(C)(C)C)OCCOC1=CC=C(N)C=C1 (4-(2-((tert-butyldimethylsilyl)oxy)ethoxy)aniline). The yield is 91.6%. Reactants: CCOC(=O)c1cn(-c2cccc(-c3cccc(F)c3OC)c2)cn1, CCO, [K+], [OH-]. Product: COc1c(F)cccc1-c1cccc(-n2cnc(C(=O)O)c2)c1. RXN SMILES: [CH2:1]([CH3:2])[O:3][C:4](=[O:5])[c:6]1[n:7][cH:8][n:9](-[c:11]2[cH:12][c:13](-[c:17]3[c:18]([O:24][CH3:25])[c:19]([F:23])[cH:20][cH:21][cH:22]3)[cH:14][cH:15][cH:16]2)[cH:10]1.[CH3:28][CH2:29][OH:30].[K+:27].[OH-:26]>>[O:3]=[C:4]([OH:5])[c:6]1[n:7][cH:8][n:9](-[c:11]2[cH:12][c:13](-[c:17]3[c:18]([O:24][CH3:25])[c:19]([F:23])[cH:20][cH:21][cH:22]3)[cH:14][cH:15][cH:16]2)[cH:10]1. Starting materials: C(C)(=O)OCC (ethyl acetate), NC1=C(C=NN1)C(=O)C=1SC=CC1 ((5-amino-1H-pyrazol-4-yl)-thiophene-2-yl-methanone), CN(C=CC(=O)C=1C=C(C=CC1)N(S(=O)(=O)C1=CC=CC=C1)CC)C (N-[3-[3-(dimethylamino)-1-oxo-2-propenyl]phenyl]-N-ethyl-benzenesulfonamide). Solvent: C(C)(=O)O (acetic acid). Product: C(C)N(S(=O)(=O)C1=CC=CC=C1)C1=CC(=CC=C1)C1=CC=NC=2N1N=CC2C(=O)C=2SC=CC2 (N-ethyl-N-{3-[3-(thiophene-2-carbonyl)-pyrazolo[1,5-a]pyrimidin-7-yl]-phenyl}-benzenesulfonamide). The yield is 64.4%. Reaction SMILES: [NH2:1][C:2]1[NH:6][N:5]=[CH:4][C:3]=1[C:7]([C:9]1[S:10][CH:11]=[CH:12][CH:13]=1)=[O:8].CN(C)[CH:16]=[CH:17][C:18]([C:20]1[CH:21]=[C:22]([N:26]([CH2:36][CH3:37])[S:27]([C:30]2[CH:35]=[CH:34][CH:33]=[CH:32][CH:31]=2)(=[O:29])=[O:28])[CH:23]=[CH:24][CH:25]=1)=O.C(OCC)(=O)C>C(O)(=O)C>[CH2:36]([N:26]([C:22]1[CH:23]=[CH:24][CH:25]=[C:20]([C:18]2[N:6]3[N:5]=[CH:4][C:3]([C:7]([C:9]4[S:10][CH:11]=[CH:12][CH:13]=4)=[O:8])=[C:2]3[N:1]=[CH:16][CH:17]=2)[CH:21]=1)[S:27]([C:30]1[CH:35]=[CH:34][CH:33]=[CH:32][CH:31]=1)(=[O:29])=[O:28])[CH3:37]. Procedure: A mixture of 0.33 g (1.70 mmol) of (5-amino-1H-pyrazol-4-yl)-thiophene-2-yl-methanone and 0.61 g (1.70 mmol) of N-[3-[3-(dimethylamino)-1-oxo-2-propenyl]phenyl]-N-ethyl-benzenesulfonamide in 10 ml of glacial acetic acid was refluxed for 8 hours and then the solvent was removed by reduced pressure distillation. To the resulting residue were added 10 ml of dichloromethane and 10 ml of saturated sodium bicarbonate solution. The two layers were separated, and the aqueous layer was washed with 10 ml ... Starting materials: C(#N)C(CCN1CCC(CC1)(C(=O)O)C1=CC=CC=C1)(C1=CC=CC=C1)C1=CC=CC=C1 (1-(3-cyano-3,3-diphenylpropyl)-4-phenylpiperidine-4-carboxylic acid), resultant mixture, ON1C(C=2C(C1=O)=CC=CC2)=O (N-hydroxyphthalimide), C1(CCCCC1)N=C=NC1CCCCC1 (dicyclohexylcarbodiimide). Solvent: CN(C=O)C (N,N-dimethylformamide). The product is C(#N)C(CCN1CCC(CC1)(C(=O)ON1C(C=2C(C1=O)=CC=CC2)=O)C2=CC=CC=C2)(C2=CC=CC=C2)C2=CC=CC=C2 (N-[1-(3-cyano-3,3-diphenylpropyl)-4-phenylpiperidine-4-carbonyloxy]phthalimide). As a reaction SMILES: [C:1]([C:3]([C:27]1[CH:32]=[CH:31][CH:30]=[CH:29][CH:28]=1)([C:21]1[CH:26]=[CH:25][CH:24]=[CH:23][CH:22]=1)[CH2:4][CH2:5][N:6]1[CH2:11][CH2:10][C:9]([C:15]2[CH:20]=[CH:19][CH:18]=[CH:17][CH:16]=2)([C:12]([OH:14])=[O:13])[CH2:8][CH2:7]1)#[N:2].O[N:34]1[C:38](=[O:39])[C:37]2=[CH:40][CH:41]=[CH:42][CH:43]=[C:36]2[C:35]1=[O:44].C1(N=C=NC2CCCCC2)CCCCC1>CN(C)C=O>[C:1]([C:3]([C:27]1[CH:32]=[CH:31][CH:30]=[CH:29][CH:28]=1)([C:21]1[CH:22]=[CH:23][CH:24]=[CH:25][CH:26]=1)[CH2:4][CH2:5][N:6]1[CH2:11][CH2:10][C:9]([C:15]2[CH:16]=[CH:17][CH:18]=[CH:19][CH:20]=2)([C:12]([O:14][N:34]2[C:35](=[O:44])[C:36]3=[CH:43][CH:42]=[CH:41][CH:40]=[C:37]3[C:38]2=[O:39])=[O:13])[CH2:8][CH2:7]1)#[N:2]. Procedure: 2.12 Grams of 1-(3-cyano-3,3-diphenylpropyl)-4-phenylpiperidine-4-carboxylic acid are dissolved in 65 ml. of redistilled N,N-dimethylformamide by warming to about 60°C. To the warm solution is added, with stirring, .82 gram of N-hydroxyphthalimide, followed by 1.16 grams of dicyclohexylcarbodiimide. The resultant mixture is stirred at room temperature under calcium chloride, then cooled and filtered. The filtrate is diluted with water and extracted with ethyl acetate. The ethyl acetate layer is ... Reactants: O=C(O)c1coc(Br)c1, CN(C)C=O, Cc1ccc(S)cc1. Product: Cc1ccc(Sc2cc(C(=O)O)co2)cc1. RXN SMILES: [Br:9][c:10]1[cH:11][c:12]([C:15](=[O:16])[OH:17])[cH:13][o:14]1.[CH3:18][N:19]([CH3:20])[CH:21]=[O:22].[c:1]1([CH3:8])[cH:2][cH:3][c:4]([SH:7])[cH:5][cH:6]1>>[c:1]1([CH3:8])[cH:2][cH:3][c:4]([S:7][c:10]2[cH:11][c:12]([C:15](=[O:16])[OH:17])[cH:13][o:14]2)[cH:5][cH:6]1. Starting materials: C[O-], CO, CCOC(C)=O, OCC=Cc1cc2ccccc2nc1Cl, [Na+]. Yields the product COc1nc2ccccc2cc1C=CCO. Reaction SMILES: [CH3:16][O-:17].[CH3:19][OH:20].[CH3:21][CH2:22][O:23][C:24](=[O:25])[CH3:26].[Cl:1][c:2]1[n:3][c:4]2[cH:5][cH:6][cH:7][cH:8][c:9]2[cH:10][c:11]1[CH:12]=[CH:13][CH2:14][OH:15].[Na+:18]>>[c:2]1([O:17][CH3:16])[n:3][c:4]2[cH:5][cH:6][cH:7][cH:8][c:9]2[cH:10][c:11]1[CH:12]=[CH:13][CH2:14][OH:15].